From a dataset of the Open Reaction Database (ORD), a public repository of structured organic reaction records. describe an organic reaction: reactants, conditions, products, and yield Starting materials: ClC1=CC=C(N=N1)C1=CC=C(CC=2N(C=C(N2)C2=C(C=C(C=C2)Cl)Cl)C=2C=C(C=CC2)N2CC(N(S2(=O)=O)COCC[Si](C)(C)C)=O)C=C1 (5-{3-[2-[4-(6-Chloro-pyridazin-3-yl)-benzyl]-4-(2,4-dichloro-phenyl)-imidazol-1-yl]-phenyl}-1,1-dioxo-2-(2-trimethylsilanyl-ethoxymethyl)-[1,2,5]thiadiazolidin-3-one), C1(CCCCC1)CO (cyclohexanemethanol). Product: C1(CCCCC1)COC1=CC=C(N=N1)C1=CC=C(CC=2N(C=C(N2)C2=C(C=C(C=C2)Cl)Cl)C=2C=C(C=CC2)N2CC(N(S2(=O)=O)COCC[Si](C)(C)C)=O)C=C1 (5-{3-[2-[4-(6-cyclohexylmethoxy-pyridazin-3-yl)-benzyl]-4-(2,4-dichloro-phenyl)-imidazol-1-yl]-phenyl}-1,1-dioxo-2-(2-trimethylsilanyl-ethoxymethyl)-[1,2,5]thiadiazolidin-3-one). As a reaction SMILES: Cl[C:2]1[N:7]=[N:6][C:5]([C:8]2[CH:49]=[CH:48][C:11]([CH2:12][C:13]3[N:14]([C:26]4[CH:27]=[C:28]([N:32]5[S:36](=[O:38])(=[O:37])[N:35]([CH2:39][O:40][CH2:41][CH2:42][Si:43]([CH3:46])([CH3:45])[CH3:44])[C:34](=[O:47])[CH2:33]5)[CH:29]=[CH:30][CH:31]=4)[CH:15]=[C:16]([C:18]4[CH:23]=[CH:22][C:21]([Cl:24])=[CH:20][C:19]=4[Cl:25])[N:17]=3)=[CH:10][CH:9]=2)=[CH:4][CH:3]=1.[CH:50]1([CH2:56][OH:57])[CH2:55][CH2:54][CH2:53][CH2:52][CH2:51]1>>[CH:50]1([CH2:56][O:57][C:2]2[N:7]=[N:6][C:5]([C:8]3[CH:9]=[CH:10][C:11]([CH2:12][C:13]4[N:14]([C:26]5[CH:27]=[C:28]([N:32]6[S:36](=[O:38])(=[O:37])[N:35]([CH2:39][O:40][CH2:41][CH2:42][Si:43]([CH3:44])([CH3:46])[CH3:45])[C:34](=[O:47])[CH2:33]6)[CH:29]=[CH:30][CH:31]=5)[CH:15]=[C:16]([C:18]5[CH:23]=[CH:22][C:21]([Cl:24])=[CH:20][C:19]=5[Cl:25])[N:17]=4)=[CH:48][CH:49]=3)=[CH:4][CH:3]=2)[CH2:55][CH2:54][CH2:53][CH2:52][CH2:51]1. Procedure: 5-{3-[2-[4-(6-Chloro-pyridazin-3-yl)-benzyl]-4-(2,4-dichloro-phenyl)-imidazol-1-yl]-phenyl}-1,1-dioxo-2-(2-trimethylsilanyl-ethoxymethyl)-[1,2,5]thiadiazolidin-3-one (38 mg, 0.05 mmol) was treated as described in general procedure L using cyclohexanemethanol (31 μL, 0.25 mmol) to give 5-{3-[2-[4-(6-cyclohexylmethoxy-pyridazin-3-yl)-benzyl]-4-(2,4-dichloro-phenyl)-imidazol-1-yl]-phenyl}-1,1-dioxo-2-(2-trimethylsilanyl-ethoxymethyl)-[1,2,5]thiadiazolidin-3-one. Reactants: CC1=C(N=C(O1)C1=CC=CC=C1)CCC=1SC=C(N1)COC1=C(C=CC=C1)CC(=O)OC (methyl 2-[2-[[2-[2-(5-methyl-2-phenyl-4-oxazolyl)ethyl]-4-thiazolyl]methoxy]phenyl]acetate), O1CCCC1 (tetrahydrofuran), [OH-].[Na+] (sodium hydroxide), Cl (Hydrochloric acid). Solvent: CO (methanol), O (water). Reaction conditions: temperature 50 celsius, time 1 hour. Yields the product CC1=C(N=C(O1)C1=CC=CC=C1)CCC=1SC=C(N1)COC1=C(C=CC=C1)CC(=O)O (2-[2-[[2-[2-(5-methyl-2-phenyl-4-oxazolyl)ethyl]-4-thiazolyl]methoxy]phenyl]acetic acid). The yield is 80.1%. Reaction SMILES: [CH3:1][C:2]1[O:6][C:5]([C:7]2[CH:12]=[CH:11][CH:10]=[CH:9][CH:8]=2)=[N:4][C:3]=1[CH2:13][CH2:14][C:15]1[S:16][CH:17]=[C:18]([CH2:20][O:21][C:22]2[CH:27]=[CH:26][CH:25]=[CH:24][C:23]=2[CH2:28][C:29]([O:31]C)=[O:30])[N:19]=1.O1CCCC1.[OH-].[Na+].Cl>O.CO>[CH3:1][C:2]1[O:6][C:5]([C:7]2[CH:8]=[CH:9][CH:10]=[CH:11][CH:12]=2)=[N:4][C:3]=1[CH2:13][CH2:14][C:15]1[S:16][CH:17]=[C:18]([CH2:20][O:21][C:22]2[CH:27]=[CH:26][CH:25]=[CH:24][C:23]=2[CH2:28][C:29]([OH:31])=[O:30])[N:19]=1 |f:2.3|. Procedure details: To a mixture of methyl 2-[2-[[2-[2-(5-methyl-2-phenyl-4-oxazolyl)ethyl]-4-thiazolyl]methoxy]phenyl]acetate (0.49 g), tetrahydrofuran (3 mL) and methanol (3 mL) was added a 1N aqueous sodium hydroxide solution (3 mL) and the mixture was stirred at 50° C. for 1 hr. 1N Hydrochloric acid (3 mL) and water were added to the reaction mixture, and the mixture was extracted with ethyl acetate. The organic layer was washed with saturated brine, dried over anhydrous magnesium sulfate, and concentrated to g... The reactants are CC(C)CCNCc1ccc(Oc2ccc(Br)cn2)cc1, C1COCCO1, CC(N)=O, [Cu]I, [K+], [K+], NC1CCCCC1N, O=C([O-])[O-]. Product: CC(=O)Nc1ccc(Oc2ccc(CNCCC(C)C)cc2)nc1. As a reaction SMILES: [Br:1][c:2]1[cH:3][cH:4][c:5]([O:8][c:9]2[cH:10][cH:11][c:12]([CH2:13][NH:14][CH2:15][CH2:16][CH:17]([CH3:18])[CH3:19])[cH:20][cH:21]2)[n:6][cH:7]1.[CH2:40]1[O:41][CH2:42][CH2:43][O:44][CH2:45]1.[CH3:22][C:23]([NH2:24])=[O:25].[Cu:46][I:47].[K+:34].[K+:35].[NH2:26][CH:27]1[CH2:28][CH2:29][CH2:30][CH2:31][CH:32]1[NH2:33].[O-:36][C:37]([O-:38])=[O:39]>>[c:2]1([NH:24][C:23]([CH3:22])=[O:25])[cH:3][cH:4][c:5]([O:8][c:9]2[cH:10][cH:11][c:12]([CH2:13][NH:14][CH2:15][CH2:16][CH:17]([CH3:18])[CH3:19])[cH:20][cH:21]2)[n:6][cH:7]1. Reactants: [Sn](Cl)(Cl)(Cl)Cl (tin chloride), FC1=C(C=CC=C1)C1=NC(C=2N(C3=C1C=C(C=C3)[N+](=O)[O-])C=NN2)(C)C (6-(o-fluorophenyl)-4,4-dimethyl-8-nitro-4H-s-triazolo[4,3-a][1,4]benzodiazepine), [OH-].[Na+] (sodium hydroxide). Solvent: Cl (hydrochloric acid). Reaction conditions: time 1 hour. Product: NC=1C=CC2=C(C(=NC(C=3N2C=NN3)(C)C)C3=C(C=CC=C3)F)C1 (8-amino-6-(o-fluorophenyl)-4,4-dimethyl-4H-s-triazolo[4,3-a][1,4]benzodiazepine). RXN SMILES: [F:1][C:2]1[CH:7]=[CH:6][CH:5]=[CH:4][C:3]=1[C:8]1[C:14]2[CH:15]=[C:16]([N+:19]([O-])=O)[CH:17]=[CH:18][C:13]=2[N:12]2[CH:22]=[N:23][N:24]=[C:11]2[C:10]([CH3:26])([CH3:25])[N:9]=1.[Sn](Cl)(Cl)(Cl)Cl.[OH-].[Na+]>Cl>[NH2:19][C:16]1[CH:17]=[CH:18][C:13]2[N:12]3[CH:22]=[N:23][N:24]=[C:11]3[C:10]([CH3:26])([CH3:25])[N:9]=[C:8]([C:3]3[CH:4]=[CH:5][CH:6]=[CH:7][C:2]=3[F:1])[C:14]=2[CH:15]=1 |f:2.3|. Procedure details: 22.6 g (64.5 mmol) of 6-(o-fluorophenyl)-4,4-dimethyl-8-nitro-4H-s-triazolo[4,3-a][1,4]benzodiazepine, dissolved in 200 ml of concentrated hydrochloric acid, are treated portionwise with a total of 43.66 g (0.19 mol) of tin chloride in such a manner that the temperature does not exceed 85° C. The mixture is stirred at room temperature for a further 1 hour, cautiously neutralised with 10 N sodium hydroxide while cooling with ice and extracted with chloroform/ethanol (9:1) in a perforator. After r... Reactants: CC(C)CCNC(=O)Oc1ccccc1, CN(C)C=O, [H-], [Na+], Nc1cc(Oc2ccc3[nH]ccc3c2)ccn1. Product: CC(C)CCNC(=O)n1ccc2cc(Oc3ccnc(N)c3)ccc21. Reaction SMILES: [CH3:20][CH:21]([CH2:22][CH2:23][NH:24][C:25]([O:26][c:28]1[cH:29][cH:30][cH:31][cH:32][cH:33]1)=[O:27])[CH3:34].[CH3:35][N:36]([CH3:37])[CH:38]=[O:39].[H-:18].[Na+:19].[nH:1]1[cH:2][cH:3][c:4]2[cH:5][c:6]([O:10][c:11]3[cH:12][c:13]([NH2:17])[n:14][cH:15][cH:16]3)[cH:7][cH:8][c:9]12>>[n:1]1([C:25]([NH:24][CH2:23][CH2:22][CH:21]([CH3:20])[CH3:34])=[O:26])[cH:2][cH:3][c:4]2[cH:5][c:6]([O:10][c:11]3[cH:12][c:13]([NH2:17])[n:14][cH:15][cH:16]3)[cH:7][cH:8][c:9]12.